This data is from the Open Reaction Database (ORD), a public repository of structured organic reaction records. The task is: describe an organic reaction: reactants, conditions, products, and yield Reactants: C1(=CC=CC=C1)CCN (phenylethylamine), ClC(=O)OC1C2CC3CC(CC1C3)C2 (2-adamantyl chloroformate), amines. The product is compound 13a, N[C@H](CO)CC1=CC=CC=C1 ((S)-(-)-2-amino-3-phenyl-1-propanol). Reaction SMILES: ClC([O:4][CH:5]1[CH:12]2[CH2:13][CH:8]3[CH2:9][CH:10](C[CH:6]1[CH2:7]3)[CH2:11]2)=O.C1(CC[NH2:23])C=CC=CC=1>>[NH2:23][C@@H:6]([CH2:7][C:8]1[CH:13]=[CH:12][CH:11]=[CH:10][CH:9]=1)[CH2:5][OH:4]. Reported procedure: The acid 6 is condensed with amines such as illustrated in Scheme X to produce final products, for example, condensation of 6 with phenylethylamine gives compound 13a with (S)-(-)-2-amino-3-phenyl-1-propanol gives compound 13b and with (R)-4-[[(2-amino-1-phenyl)ethyl]amino]-4-oxobutanoic acid benzyl ester to give 13c and 13d. The reactants are CCCC[N+](CCCC)(CCCC)CCCC, [O-]Cl, OC(c1ccc(Cl)nc1)C(F)(F)F, [Na+], O, O=S(=O)([O-])O, Cc1ccccc1C. The product is O=C(c1ccc(Cl)nc1)C(F)(F)F. Reaction SMILES: [CH2:23]([N+:24]([CH2:25][CH2:26][CH2:27][CH3:28])([CH2:29][CH2:30][CH2:31][CH3:32])[CH2:33][CH2:34][CH2:35][CH3:36])[CH2:37][CH2:38][CH3:39].[Cl:14][O-:15].[Cl:1][c:2]1[n:3][cH:4][c:5]([CH:8]([C:9]([F:10])([F:11])[F:12])[OH:13])[cH:6][cH:7]1.[Na+:16].[OH2:17].[S:18]([O-:19])([OH:20])(=[O:21])=[O:22].[c:40]1([CH3:41])[c:42]([CH3:43])[cH:44][cH:45][cH:46][cH:47]1>>[Cl:1][c:2]1[n:3][cH:4][c:5]([C:8]([C:9]([F:10])([F:11])[F:12])=[O:13])[cH:6][cH:7]1. The reactants are ClC1=CC=C(C=C1)C(C(=O)O)(C)C (2-(4-chlorophenyl)-2-methylpropionic acid), C(C(=O)Cl)(=O)Cl (oxalyl chloride), C(CC(=O)[O-])(=O)[O-] (malonate), acyl chloride, C(CC(=O)OCC)(=O)OCC (diethyl malonate), [Mg+2].[Cl-].[Cl-] (MgCl2), TEA. Run in CN(C)C=O (DMF). Reaction conditions: time 2 hour. Product: ClC1=CC=C(C=C1)C(C(=O)C(C(=O)OCC)C(=O)OCC)(C)C (Diethyl 2-(2-(4-chlorophenyl)-2-methylpropanoyl)malonate). Reaction SMILES: [Cl:1][C:2]1[CH:7]=[CH:6][C:5]([C:8]([CH3:13])([CH3:12])[C:9]([OH:11])=O)=[CH:4][CH:3]=1.C(Cl)(=O)C(Cl)=O.[C:20]([O:28][CH2:29][CH3:30])(=[O:27])[CH2:21][C:22]([O:24][CH2:25][CH3:26])=[O:23].[Mg+2].[Cl-].[Cl-].C([O-])(=O)CC([O-])=O>CN(C=O)C>[Cl:1][C:2]1[CH:3]=[CH:4][C:5]([C:8]([CH3:13])([CH3:12])[C:9]([CH:21]([C:22]([O:24][CH2:25][CH3:26])=[O:23])[C:20]([O:28][CH2:29][CH3:30])=[O:27])=[O:11])=[CH:6][CH:7]=1 |f:3.4.5|. Reported procedure: A solution of 2-(4-chlorophenyl)-2-methylpropionic acid (1.99 g, 10.0 mmol, 1.0 eq.) in IPAc (10 mL) was treated with DMF (0.02 mL) and oxalyl chloride (0.92 mL, 10.5 mmol). The resulting solution was stirred at room temperature for 2 hours. In a separate vessel, was charged diethyl malonate (1.91 mL, 12.5 mmol), IPAc (14 mL), and MgCl2 (11.9 g, 12.5 mmol). The resulting malonate slurry was stirred at room temperature for 30 minutes and subsequently treated with TEA (4.7 mL, 33.5 mmol). The resu...